From a dataset of the Open Reaction Database (ORD), a public repository of structured organic reaction records. describe an organic reaction: reactants, conditions, products, and yield Reactants: NC1=NC=NN2C1=C(C=C2C=2C=C(C=CC2)CO)C=2C=CC1=CN(N=C1C2)CC2=CC=CC=C2 ({3-[4-Amino-5-(2-benzyl-2H-indazol-6-yl)-pyrrolo[2,1-f][1,2,4]triazin-7-yl]-phenyl}-methanol), O=S(Cl)Cl (SOCl2), N1=CC=CC=C1 (pyridine). Solvent: O1CCOCC1 (dioxane). Reaction conditions: time 1.5 hour. Product: C(C1=CC=CC=C1)N1N=C2C=C(C=CC2=C1)C=1C=C(N2N=CN=C(C21)N)C2=CC(=CC=C2)CCl (5-(2-Benzyl-2H-indazol-6-yl)-7-(3-chloromethyl-phenyl)-pyrrolo[2,1-f][1,2,4]triazin-4-ylamine). Isolated yield 24.5%. As a reaction SMILES: [NH2:1][C:2]1[C:7]2=[C:8]([C:19]3[CH:20]=[CH:21][C:22]4[C:26]([CH:27]=3)=[N:25][N:24]([CH2:28][C:29]3[CH:34]=[CH:33][CH:32]=[CH:31][CH:30]=3)[CH:23]=4)[CH:9]=[C:10]([C:11]3[CH:12]=[C:13]([CH2:17]O)[CH:14]=[CH:15][CH:16]=3)[N:6]2[N:5]=[CH:4][N:3]=1.O=S(Cl)[Cl:37].N1C=CC=CC=1>O1CCOCC1>[CH2:28]([N:24]1[CH:23]=[C:22]2[C:26]([CH:27]=[C:19]([C:8]3[CH:9]=[C:10]([C:11]4[CH:16]=[CH:15][CH:14]=[C:13]([CH2:17][Cl:37])[CH:12]=4)[N:6]4[C:7]=3[C:2]([NH2:1])=[N:3][CH:4]=[N:5]4)[CH:20]=[CH:21]2)=[N:25]1)[C:29]1[CH:34]=[CH:33][CH:32]=[CH:31][CH:30]=1. Reported procedure: {3-[4-Amino-5-(2-benzyl-2H-indazol-6-yl)-pyrrolo[2,1-f][1,2,4]triazin-7-yl]-phenyl}-methanol (254 mg, 0.57 mmol) was suspended in 2 mL of dioxane and SOCl2 (83 μL, 1:1 mmol) was added followed by the dropwise addition of pyridine (0.14 mL, 1.7 mmol). The mixture was stirred for 1.5 hours and carefully quenched by the addition of 2M aqueous Na2CO3. The mixture was diluted with water and extracted with 3×10 mL of 10% MeOH/EtoAc. The combined organic fractions were washed with 1M aqueous H3PO4, bri...